The task is: describe an organic reaction: reactants, conditions, products, and yield. This data is from the Open Reaction Database (ORD), a public repository of structured organic reaction records. Procedure details: A solution of (rac)-4-(3-fluoro-4-trifluoromethyl-phenyl)-6,7-dihydro-5H-[2]pyrindin-7-ylamine (example 89) (40 mg, 0.14 mmol) and N,N-diisopropylethylamine (0.071 mL, 0.41 mmol) in DMF (0.5 mL) was treated with cyclopropanesulfonyl chloride (0.021 mL, 0.20 mmol) and the reaction mixture stirred at room temperature overnight. Purification by preparative HPLC on reversed phase eluting with a gradient of acetonitrile/water provided 1.5 mg (3%) of the title compound as a light brown oil. MS: 401.4 ... Reactants: FC=1C=C(C=CC1C(F)(F)F)C1=CN=CC=2C(CCC12)N ((rac)-4-(3-fluoro-4-trifluoromethyl-phenyl)-6,7-dihydro-5H-[2]pyrindin-7-ylamine), C(C)(C)N(C(C)C)CC (N,N-diisopropylethylamine), C1(CC1)S(=O)(=O)Cl (cyclopropanesulfonyl chloride). Yields the product FC=1C=C(C=CC1C(F)(F)F)C1=CN=CC=2C(CCC12)NS(=O)(=O)C1CC1 ((rac)-Cyclopropanesulfonic acid [4-(3-fluoro-4-trifluoromethyl-phenyl)-6,7-dihydro-5H-[2]pyrindin-7-yl]-amide). Reaction SMILES: [F:1][C:2]1[CH:3]=[C:4]([C:12]2[C:20]3[CH2:19][CH2:18][CH:17]([NH2:21])[C:16]=3[CH:15]=[N:14][CH:13]=2)[CH:5]=[CH:6][C:7]=1[C:8]([F:11])([F:10])[F:9].C(N(CC)C(C)C)(C)C.[CH:31]1([S:34](Cl)(=[O:36])=[O:35])[CH2:33][CH2:32]1>CN(C=O)C>[F:1][C:2]1[CH:3]=[C:4]([C:12]2[C:20]3[CH2:19][CH2:18][CH:17]([NH:21][S:34]([CH:31]4[CH2:33][CH2:32]4)(=[O:36])=[O:35])[C:16]=3[CH:15]=[N:14][CH:13]=2)[CH:5]=[CH:6][C:7]=1[C:8]([F:9])([F:11])[F:10]. Yield: 2.7%. Conditions: time 8 hour. Run in CN(C)C=O (DMF). Yields the product CCOC(=O)c1nc(C)cnc1Nc1cncnc1. The reactants are Brc1cncnc1, O=C([O-])[O-], CCOC(C)=O, CCOC(=O)c1nc(C)cnc1N, CCCCCCC, [K+], [K+], CC(=O)[O-], CC(=O)[O-], O, [Pd+2], CC1(C)c2cccc(P(c3ccccc3)c3ccccc3)c2Oc2c(P(c3ccccc3)c3ccccc3)cccc21, Cc1ccccc1C. Reaction SMILES: [Br:14][c:15]1[cH:16][n:17][cH:18][n:19][cH:20]1.[C:21](=[O:22])([O-:23])[O-:24].[C:87]([O:88][CH2:89][CH3:90])(=[O:91])[CH3:92].[CH2:1]([CH3:2])[O:3][C:4](=[O:5])[c:6]1[n:7][c:8]([CH3:13])[cH:9][n:10][c:11]1[NH2:12].[CH3:93][CH2:94][CH2:95][CH2:96][CH2:97][CH2:98][CH3:99].[K+:25].[K+:26].[O-:79][C:80]([CH3:81])=[O:82].[O-:83][C:84]([CH3:85])=[O:86].[OH2:77].[Pd+2:78].[c:27]1([P:28]([c:29]2[cH:30][cH:31][cH:32][cH:33][cH:34]2)[c:35]2[c:36]3[c:60]([cH:61][cH:62][cH:63]2)[C:57]([CH3:58])([CH3:59])[c:39]2[c:38]([c:43]([P:44]([c:45]4[cH:46][cH:47][cH:48][cH:49][cH:50]4)[c:51]4[cH:52][cH:53][cH:54][cH:55][cH:56]4)[cH:42][cH:41][cH:40]2)[O:37]3)[cH:64][cH:65][cH:66][cH:67][cH:68]1.[c:69]1([CH3:70])[c:71]([CH3:72])[cH:73][cH:74][cH:75][cH:76]1>>[CH2:1]([CH3:2])[O:3][C:4](=[O:5])[c:6]1[n:7][c:8]([CH3:13])[cH:9][n:10][c:11]1[NH:12][c:15]1[cH:16][n:17][cH:18][n:19][cH:20]1. Reactants: CN1C=NC=C1C1=CC=C(C=C1)[N+](=O)[O-] (1-methyl-5-(4-nitro-phenyl)-imidazole). Solvent: CO (MeOH). Product: NC1=CC=C(C=C1)C1=CN=CN1C (5-(4-amino-phenyl)-1-methyl-imidazole). As a reaction SMILES: [CH3:1][N:2]1[C:6]([C:7]2[CH:12]=[CH:11][C:10]([N+:13]([O-])=O)=[CH:9][CH:8]=2)=[CH:5][N:4]=[CH:3]1>CO>[NH2:13][C:10]1[CH:9]=[CH:8][C:7]([C:6]2[N:2]([CH3:1])[CH:3]=[N:4][CH:5]=2)=[CH:12][CH:11]=1. Procedure details: Prepared by hydrogenation of 1-methyl-5-(4-nitro-phenyl)-imidazole in MeOH on palladium/charcoal (10%) at 20° C. and 3.5 bar.